Dataset: the Open Reaction Database (ORD), a public repository of structured organic reaction records. Task: describe an organic reaction: reactants, conditions, products, and yield Starting materials: ClC1=C(C=CC=C1Cl)N1CCNCC1 (1-(2,3-dichlorophenyl)piperazine), ClCCCCC1=CNC2=CC=C(C=C12)F (3-(4-chlorobutyl)-5-fluoro-1H-indole). Product: ClC1=C(C=CC=C1Cl)N1CCN(CC1)CCCCC1=CNC2=CC=C(C=C12)F (3-{4-[4-(2,3-Dichlorophenyl)piperazin-1-yl]butyl}-5-fluoro-1H-indole). RXN SMILES: [Cl:1][C:2]1[C:7]([Cl:8])=[CH:6][CH:5]=[CH:4][C:3]=1[N:9]1[CH2:14][CH2:13][NH:12][CH2:11][CH2:10]1.Cl[CH2:16][CH2:17][CH2:18][CH2:19][C:20]1[C:28]2[C:23](=[CH:24][CH:25]=[C:26]([F:29])[CH:27]=2)[NH:22][CH:21]=1>>[Cl:1][C:2]1[C:7]([Cl:8])=[CH:6][CH:5]=[CH:4][C:3]=1[N:9]1[CH2:14][CH2:13][N:12]([CH2:16][CH2:17][CH2:18][CH2:19][C:20]2[C:28]3[C:23](=[CH:24][CH:25]=[C:26]([F:29])[CH:27]=3)[NH:22][CH:21]=2)[CH2:11][CH2:10]1. Procedure: from 1-(2,3-dichlorophenyl)piperazine and 3-(4-chlorobutyl)-5-fluoro-1H-indole. Mp 147–148° C. 1H NMR (DMSO-d6): 1.45–1.55 (m, 2H); 1.60–1.70 (m, 2H); 2.35 (t, 2H); 2.50 (b s, 4H); 2.65 (t, 2H); 2.95 (b s, 4H); 6.85–6.95 (m, 1H); 7.10–7.15 (m, 1H); 7.20 (s, 1H); 7.25–7.35 (m, 4H); 10.85 (b s, 1H). Ms m/z: 420 (MH+). The reactants are FC=1C=C(C=CC1)C=1C=C(C(=NC1)C#N)OC (5-(3-fluorophenyl)-3-methoxy-2-cyanopyridine), FC=1C=C(C=CC1)C=1C=C(C(=NC1)C#N)OC (5-(3-fluorophenyl)-3-methoxy-2-cyanopyridine), [OH-].[Na+] (NaOH), aqueous solution, Br (HBr), CCCCCC.C(C)(=O)OCC (hexane ethyl acetate). Run at time 3 hour. Yields the product FC=1C=C(C=CC1)C=1C=C(C(=NC1)C(=O)O)O (5-(3-fluorophenyl)-3-hydroxypyridine-2-carboxylic acid). As a reaction SMILES: [F:1][C:2]1[CH:3]=[C:4]([C:8]2[CH:9]=[C:10]([O:16]C)C(C#N)=[N:12][CH:13]=2)[CH:5]=[CH:6][CH:7]=1.Br.[OH-].[Na+].CCCCCC.[C:27]([O:30]CC)(=[O:29])[CH3:28]>>[F:1][C:2]1[CH:3]=[C:4]([C:8]2[CH:9]=[C:10]([OH:16])[C:28]([C:27]([OH:30])=[O:29])=[N:12][CH:13]=2)[CH:5]=[CH:6][CH:7]=1 |f:2.3,4.5|. Procedure: To a 50 mL round bottom flask adapted for magnetic stirring and fitted with a reflux condenser is charged 5-(3-fluorophenyl)-3-methoxy-2-cyanopyridine, 9, (0.912 g, 4 mmol) and a 48% aqueous solution of HBr (10 mL). While being stirred, the reaction solution is heated to reflux for 20 hours. The reaction can be determined to be complete due to the disappearance of 5-(3-fluorophenyl)-3-methoxy-2-cyanopyridine as measured by TLC analysis using hexane/ethyl acetate (6:3) as the mobile phase and UV ... The reactants are OCCCNC(CCCCCCCCC)=O (N-(3-Hydroxypropyl)decanamide), CC1(OCC(C(O1)C(=O)NCCC(=O)O)(C)C)C (3-[N-(2,2,5,5-tetramethyl-1,3-dioxane-4-carbonyl)amino]propionic acid). Yields the product CC1(OCC(C(O1)C(=O)NCCC(=O)OCCCNC(CCCCCCCCC)=O)(C)C)C (3-(N-Decanoylamino)propyl 3-[N-(2,2,5,5-tetramethyl-1,3-dioxane-4-carbonyl)amino]propionate). Isolated yield 98.1%. As a reaction SMILES: [OH:1][CH2:2][CH2:3][CH2:4][NH:5][C:6](=[O:16])[CH2:7][CH2:8][CH2:9][CH2:10][CH2:11][CH2:12][CH2:13][CH2:14][CH3:15].[CH3:17][C:18]1([CH3:34])[O:23][CH:22]([C:24]([NH:26][CH2:27][CH2:28][C:29](O)=[O:30])=[O:25])[C:21]([CH3:33])([CH3:32])[CH2:20][O:19]1>>[CH3:17][C:18]1([CH3:34])[O:23][CH:22]([C:24]([NH:26][CH2:27][CH2:28][C:29]([O:1][CH2:2][CH2:3][CH2:4][NH:5][C:6](=[O:16])[CH2:7][CH2:8][CH2:9][CH2:10][CH2:11][CH2:12][CH2:13][CH2:14][CH3:15])=[O:30])=[O:25])[C:21]([CH3:33])([CH3:32])[CH2:20][O:19]1. Procedure details: N-(3-Hydroxypropyl)decanamide (2.29 g) and 2.59 g of 3-[N-(2,2,5,5-tetramethyl-1,3-dioxane-4-carbonyl)amino]propionic acid were reacted in the same manner as in Example 15 to obtain 4.61 g of the title compound (yield: 98%)